Task: describe an organic reaction: reactants, conditions, products, and yield. Dataset: the Open Reaction Database (ORD), a public repository of structured organic reaction records Starting materials: C1=CC=CC=2SC3=CC=CC=C3NC12 (phenothiazine), ICC (iodoethane), [OH-].[K+] (potassium hydroxide). Reagents/catalysts: S(=O)(=O)(O)[O-].C(CCC)[N+](CCCC)(CCCC)CCCC (tetra-n-butylammonium hydrogen sulfate). Solvent: C1(=CC=CC=C1)C (toluene). Yields the product C(C)N1C2=CC=CC=C2SC=2C=CC=CC12 (10-Ethylphenothiazine). RXN SMILES: [CH:1]1[C:14]2[NH:13][C:12]3[C:7](=[CH:8][CH:9]=[CH:10][CH:11]=3)[S:6][C:5]=2[CH:4]=[CH:3][CH:2]=1.I[CH2:16][CH3:17].[OH-].[K+]>S([O-])(O)(=O)=O.C([N+](CCCC)(CCCC)CCCC)CCC.C1(C)C=CC=CC=1>[CH2:16]([N:13]1[C:14]2[CH:1]=[CH:2][CH:3]=[CH:4][C:5]=2[S:6][C:7]2[C:12]1=[CH:11][CH:10]=[CH:9][CH:8]=2)[CH3:17] |f:2.3,4.5|. Reported procedure: A mixture of 10 g (0.05 mol) of phenothiazine, 11.7 g (0.075 mol) of iodoethane, 4.2 g (0.075 mol) of potassium hydroxide and 0.25 g of tetra-n-butylammonium hydrogen sulfate in 200 ml of dry toluene was refluxed for 24 hours. After cooling, the reaction mixture was filtered, and the solvent was evaporated. The product was crystallized from methanol. The yield of 10-ethylphenothiazine (C14H13NS, FW=227.33) was 90%. The product is CCOC(=O)C(F)(F)C(O)c1cc(Br)ccc1F. Starting materials: O=Cc1cc(Br)ccc1F, CCOC(=O)C(F)(F)Br, [Cl-], [In], [NH4+], CN(C)C=O. As a reaction SMILES: [Br:1][c:2]1[cH:3][cH:4][c:5]([F:10])[c:6]([CH:7]=[O:8])[cH:9]1.[CH2:12]([CH3:13])[O:14][C:15]([C:16]([F:17])([F:18])[Br:19])=[O:20].[Cl-:21].[In:11].[NH4+:22].[O:23]=[CH:24][N:25]([CH3:26])[CH3:27]>>[Br:1][c:2]1[cH:3][cH:4][c:5]([F:10])[c:6]([CH:7]([OH:8])[C:16]([C:15]([O:14][CH2:12][CH3:13])=[O:20])([F:17])[F:18])[cH:9]1. Starting materials: CCOC(=O)CC(Cl)CC(Cl)(Cl)C(F)(F)Cl, Cl. As a reaction SMILES: [CH2:1]([CH3:2])[O:3][C:4](=[O:5])[CH2:6][CH:7]([CH2:8][C:9]([C:10]([F:11])([F:12])[Cl:13])([Cl:14])[Cl:15])[Cl:16].[ClH:17]>>[O:3]=[C:4]([OH:5])[CH2:6][CH:7]([CH2:8][C:9]([C:10]([F:11])([F:12])[Cl:13])([Cl:14])[Cl:15])[Cl:16]. The product is O=C(O)CC(Cl)CC(Cl)(Cl)C(F)(F)Cl.